From a dataset of the Open Reaction Database (ORD), a public repository of structured organic reaction records. describe an organic reaction: reactants, conditions, products, and yield The reactants are BC#N, CCOP(O)OCC, CCOC(C)=O, CC#N. The product is BC#N, CCOP(O)O. Reaction SMILES: [C:1](#[N:2])[BH2:3].[CH2:4]([CH3:5])[O:6][P:7]([O:8][CH2:9][CH3:10])[OH:11].[CH3:12][CH2:13][O:14][C:15]([CH3:16])=[O:17].[CH3:18][C:19]#[N:20]>>[C:1](#[N:2])[BH2:3].[CH2:4]([CH3:5])[O:6][P:7]([OH:8])[OH:11]. Reactants: C(CCC)N1C=NC=C1 (1-butyl-1H-imidazole), BrCCCC1=CC=C(C=C1)OC (1-(3-bromopropyl)-4-methoxybenzene). Reaction conditions: temperature 140 celsius. Yields the product [Br-].C(CCC)[N+]1=CN(C=C1)CCCC1=CC=C(C=C1)OC (1-Butyl-3-[3-(4-methoxyphenyl)propyl]imidazolium bromide). RXN SMILES: [CH2:1]([N:5]1[CH:9]=[CH:8][N:7]=[CH:6]1)[CH2:2][CH2:3][CH3:4].[Br:10][CH2:11][CH2:12][CH2:13][C:14]1[CH:19]=[CH:18][C:17]([O:20][CH3:21])=[CH:16][CH:15]=1>>[Br-:10].[CH2:1]([N+:5]1[CH:9]=[CH:8][N:7]([CH2:11][CH2:12][CH2:13][C:14]2[CH:15]=[CH:16][C:17]([O:20][CH3:21])=[CH:18][CH:19]=2)[CH:6]=1)[CH2:2][CH2:3][CH3:4] |f:2.3|. Procedure details: A mixture of 2.5 g (0.02 mole) of 1-butyl-1H-imidazole and 4.61 g (0.02 mole) of 1-(3-bromopropyl)-4-methoxybenzene is heated at 140° C. for about 1.5 hours. Follow the progress of the reaction by thin-layer chromatography on silica gel (methanol: 1M sodium chloride, 95:5). At the completion of the reaction, the cooled reaction product is triturated thoroughly with ether and on drying, provides the title compound. Reactants: ClC1=CC=NC2=CC=CC=C12 (4-Chloroquinoline), S1C2=C(C=C1)C(=CC=C2)N2CCN(CC2)CCCO (3-(4-benzo[b]thiophen-4-yl-piperazin-1-yl)propan-1-ol), C([O-])([O-])=O.[K+].[K+] (potassium carbonate), CN(C=O)C (dimethylformamide). Solvent: O (water). Run at temperature 80 celsius, time 5 hour. Yields the product Cl.S1C2=C(C=C1)C(=CC=C2)N2CCN(CC2)CCCOC2=NC1=CC=CC=C1C=C2 ((3-(4-benzo[b]thiophen-4-yl-piperazin-1-yl)propoxy]quinoline hydrochloride). The yield is 77.9%. Reaction SMILES: [Cl:1][C:2]1[C:11]2[C:6](=[CH:7][CH:8]=[CH:9][CH:10]=2)[N:5]=[CH:4][CH:3]=1.[S:12]1[CH:16]=[CH:15][C:14]2[C:17]([N:21]3[CH2:26][CH2:25][N:24]([CH2:27][CH2:28][CH2:29][OH:30])[CH2:23][CH2:22]3)=[CH:18][CH:19]=[CH:20][C:13]1=2.C(=O)([O-])[O-].[K+].[K+].CN(C)C=O>O>[ClH:1].[S:12]1[CH:16]=[CH:15][C:14]2[C:17]([N:21]3[CH2:22][CH2:23][N:24]([CH2:27][CH2:28][CH2:29][O:30][C:4]4[CH:3]=[CH:2][C:11]5[C:6](=[CH:7][CH:8]=[CH:9][CH:10]=5)[N:5]=4)[CH2:25][CH2:26]3)=[CH:18][CH:19]=[CH:20][C:13]1=2 |f:2.3.4,7.8|. Procedure: 4-Chloroquinoline (230 mg, 1.58 mmol), 3-(4-benzo[b]thiophen-4-yl-piperazin-1-yl)propan-1-ol (310 mg, 1.05 mmol), and potassium carbonate (220 mg, 1.6 mmol) were added to dimethylformamide (10 ml), followed by stirring at 80° C. for 5 hours. The reaction mixture was cooled to room temperature, then water was added thereto and the reaction mixture was extracted with ethyl acetate. The organic phase was washed with water, dried over magnesium sulfate, and concentrated under reduced pressure after ... Reactants: ClC=1C2=C(N=C(N1)CC(=O)OCC)SC=C2C2=CC=C(C=C2)F (Ethyl 2-[4-chloro-5-(4-fluorophenyl)thieno[2,3-d]pyrimidin-2-yl]acetate), [H-].C(C(C)C)[Al+]CC(C)C (diisobutyl aluminium hydride). Solvent: C1CCOC1 (THF). Conditions: time 5.5 hour. Yields the product ClC=1C2=C(N=C(N1)CCO)SC=C2C2=CC=C(C=C2)F (2-[4-chloro-5-(4-fluorophenyl)thieno[2,3-d]pyrimidin-2-yl]ethanol). Yield: 4.5%. RXN SMILES: [Cl:1][C:2]1[C:3]2[C:16]([C:17]3[CH:22]=[CH:21][C:20]([F:23])=[CH:19][CH:18]=3)=[CH:15][S:14][C:4]=2[N:5]=[C:6]([CH2:8][C:9](OCC)=[O:10])[N:7]=1.[H-].C([Al+]CC(C)C)C(C)C>C1COCC1>[Cl:1][C:2]1[C:3]2[C:16]([C:17]3[CH:22]=[CH:21][C:20]([F:23])=[CH:19][CH:18]=3)=[CH:15][S:14][C:4]=2[N:5]=[C:6]([CH2:8][CH2:9][OH:10])[N:7]=1 |f:1.2|. Procedure: Ethyl 2-[4-chloro-5-(4-fluorophenyl)thieno[2,3-d]pyrimidin-2-yl]acetate (9.98 g, 0.285 mol) was dissolved in dry THF (100 mL) under nitrogen. To this was added diisobutyl aluminium hydride (1 M in THF, 95 mL). The reaction was stirred at room temperature for 5.5 hrs before being quenched by careful addition to a saturated solution of Rochelle's salt. The mixture was stirred for 1 hr then allowed to stand overnight. The mixture was extracted with DCM (3×700 mL), the extracts were then combined, d...